Dataset: the Open Reaction Database (ORD), a public repository of structured organic reaction records. Task: describe an organic reaction: reactants, conditions, products, and yield Starting materials: ClC=1C=C2CC(NC2=CC1)C(=O)OC (Methyl 5-chloroindoline-2(R/S)-carboxylate). Solvent: C(CCC)N (butylamine). The product is C(CCC)NC(=O)C1NC2=CC=C(C=C2C1)Cl (5-chloroindoline-2(R/S)-carboxylic Acid Butylamide). RXN SMILES: [Cl:1][C:2]1[CH:3]=[C:4]2[C:8](=[CH:9][CH:10]=1)[NH:7][CH:6]([C:11]([O:13]C)=O)[CH2:5]2>C(N)CCC>[CH2:6]([NH:7][C:11]([CH:6]1[CH2:5][C:4]2[C:8](=[CH:9][CH:10]=[C:2]([Cl:1])[CH:3]=2)[NH:7]1)=[O:13])[CH2:5][CH2:4][CH3:3]. Procedure: Methyl 5-chloroindoline-2(R/S)-carboxylate (0.63 g, 3 mmol) was dissolved in butylamine (25 ml) and refluxed for 4 h. The excess amine was removed and the residue was crystallized from ether to give a yellow solid.